From a dataset of the Open Reaction Database (ORD), a public repository of structured organic reaction records. describe an organic reaction: reactants, conditions, products, and yield Reactants: CC(=O)C1CCN(C(=O)OC(C)(C)C)CC1, C1CCOC1, Cl, [H-], [Na+], COC(=O)Cc1ccccc1. Yields the product CC(C)(C)OC(=O)N1CCC(C(=O)CC(=O)Cc2ccccc2)CC1. RXN SMILES: [C:3]([CH3:4])(=[O:5])[CH:6]1[CH2:7][CH2:8][N:9]([C:12](=[O:13])[O:14][C:15]([CH3:16])([CH3:17])[CH3:18])[CH2:10][CH2:11]1.[CH2:31]1[O:32][CH2:33][CH2:34][CH2:35]1.[ClH:30].[H-:1].[Na+:2].[c:19]1([CH2:25][C:26](=[O:27])[O:28][CH3:29])[cH:20][cH:21][cH:22][cH:23][cH:24]1>>[C:3]([CH2:4][C:26]([CH2:25][c:19]1[cH:20][cH:21][cH:22][cH:23][cH:24]1)=[O:27])(=[O:5])[CH:6]1[CH2:7][CH2:8][N:9]([C:12](=[O:13])[O:14][C:15]([CH3:16])([CH3:17])[CH3:18])[CH2:10][CH2:11]1. Starting materials: O1CCCC=C1 (2,3-dihydropyran), CC=1C=CC(=CC1)S(=O)(=O)O (TsOH), COC(C(C[C@@H](C)[C@H]1CC[C@H]2[C@@H]3CC=C4C[C@H](CC[C@]4(C)[C@H]3CC[C@]12C)OC(C)=O)(F)F)=O (3β-Acetoxy-23,23-difluorochol-5-en-24-oic Acid Methyl Ester), [OH-].[K+].CO (KOH MeOH), [N+](=[N-])=C (diazomethane). The solvent is O1CCOCC1 (dioxane), CCOCC (ether). Yields the product COC(C(C[C@@H](C)[C@H]1CC[C@H]2[C@@H]3CC=C4C[C@H](CC[C@]4(C)[C@H]3CC[C@]12C)OC1OCCCC1)(F)F)=O (23,23-Difluoro-3β-tetrahydropyranyloxychol-5-en-24-oic Acid Methyl Ester). Yield: 95.0%. RXN SMILES: [CH3:1][O:2][C:3](=[O:33])[C:4]([F:32])([F:31])[CH2:5][C@H:6]([C@@H:8]1[C@:25]2([CH3:26])[C@H:11]([C@H:12]3[C@H:22]([CH2:23][CH2:24]2)[C@:20]2([CH3:21])[C:15]([CH2:16][C@@H:17]([O:27][C:28](=[O:30])[CH3:29])[CH2:18][CH2:19]2)=[CH:14][CH2:13]3)[CH2:10][CH2:9]1)[CH3:7].[OH-].[K+].CO.[N+](=C)=[N-].O1C=C[CH2:44][CH2:43][CH2:42]1.CC1C=CC(S(O)(=O)=O)=CC=1>CCOCC.O1CCOCC1>[CH3:1][O:2][C:3](=[O:33])[C:4]([F:31])([F:32])[CH2:5][C@H:6]([C@@H:8]1[C@:25]2([CH3:26])[C@H:11]([C@H:12]3[C@H:22]([CH2:23][CH2:24]2)[C@:20]2([CH3:21])[C:15]([CH2:16][C@@H:17]([O:27][CH:28]4[CH2:29][CH2:44][CH2:43][CH2:42][O:30]4)[CH2:18][CH2:19]2)=[CH:14][CH2:13]3)[CH2:10][CH2:9]1)[CH3:7] |f:1.2.3|. Procedure: The difluoroester (5) (880 mg, 1.9 mmol) was treated with 2% KOH-MeOH (30 ml) at room temperature for 2 hr. The usual work-up (ether for extraction) gave a crude acid. This in ether (10 ml) was treated with etheral solution of diazomethane until the gas evolution was ceased. This solution was concentrated under reduced pressure to leave the residue. This in dioxane (10 ml) was treated with 2,3-dihydropyran (516 μl) and TsOH (10 mg) at room temperature for 3 hr. The usual work-up (ether for extra... Reactants: O[C@H]1C(N[C@H]1C1=CC=CC=C1)=O ((3R-cis)-3-Hydroxy-4-phenyl-2-azetidinone), COC(C)(C)OC (dimethoxy propane), CC1=CC=C(C=C1)S(=O)(=O)[O-].C1=CC=[NH+]C=C1 (PPTS). Run in CN(C=O)C (dimethylformamide). Conditions: temperature 0 celsius, time 3 hour. Yields the product COC(C)(O[C@H]1C(N[C@H]1C1=CC=CC=C1)=O)C ((3R-cis)-3-(1-Methoxy-1-methylethoxy)-4-phenyl-2-azetidinone). Reaction SMILES: [OH:1][C@@H:2]1[C@H:5]([C:6]2[CH:11]=[CH:10][CH:9]=[CH:8][CH:7]=2)[NH:4][C:3]1=[O:12].[CH3:13][O:14][C:15](OC)([CH3:17])[CH3:16].CC1C=CC(S([O-])(=O)=O)=CC=1.C1C=C[NH+]=CC=1>CN(C)C=O>[CH3:13][O:14][C:15]([CH3:17])([O:1][C@@H:2]1[C@H:5]([C:6]2[CH:11]=[CH:10][CH:9]=[CH:8][CH:7]=2)[NH:4][C:3]1=[O:12])[CH3:16] |f:2.3|. Procedure details: A mixture of the title product of step (a) of Example 1 (79.7 mg, 0.488 mmoles), dimethoxy propane (0.3 ml, 2.44 mmol), PPTS (about 12 mg, 0.049 mmol) and dimethylformamide (2 ml) under argon were stirred for 3 hours at about 0° C. and then for 24 hours at about 4° C. The product obtained was extracted with ethyl acetate and worked up (diluted with 10 ml ethyl acetate, washed with 0.5 saturated aqueous NaHCO3; aqueous fraction extracted with 2×5 ml ethyl acetate; combined organic fractions were ... Reported procedure: Analogously to the procedure of Example 3, the title compound was prepared from 0.79 g (3 mmol) of the compound from Example 7, 3 ml of 1 molar lithium bis(trimethylsilyl)-amide solution in THF and 0.36 g (3 mmol) of allyl bromide in 10 ml of THF. Chromatographic purification was carried out using a mixture of dichloromethane and petroleum ether (40-60) in a ratio of 100:4. Yield: 684 mg (74.8%) of a pale yellow oil; Diastereomeric purity: >99% de (HPLC). MS (DCI/NH3) [m/e]: 322 (100, M+NH4+) 1H... Starting materials: C1=C(C=CC2=CC=CC=C12)CC1C2C(OC1=O)CC=C2 (3-(Naphth-2-ylmethyl)- 3,3a,6,6a-tetrahydro-cyclopenta[b]furan-2-one), C[Si](C)(C)[N-][Si](C)(C)C.[Li+] (lithium bis(trimethylsilyl)-amide), C(C=C)Br (allyl bromide). RXN SMILES: [CH:1]1[C:10]2[C:5](=[CH:6][CH:7]=[CH:8][CH:9]=2)[CH:4]=[CH:3][C:2]=1[CH2:11][CH:12]1[C:16](=[O:17])[O:15][CH:14]2[CH2:18][CH:19]=[CH:20][CH:13]12.C[Si]([N-][Si](C)(C)C)(C)C.[Li+].[CH2:31](Br)[CH:32]=[CH2:33]>C1COCC1>[CH2:33]([C@:12]1([CH2:11][C:2]2[CH:3]=[CH:4][C:5]3[C:10](=[CH:9][CH:8]=[CH:7][CH:6]=3)[CH:1]=2)[C:16](=[O:17])[O:15][C@H:14]2[CH2:18][CH:19]=[CH:20][C@H:13]12)[CH:32]=[CH2:31] |f:1.2|. Yields the product C(C=C)[C@]1([C@@H]2[C@@H](OC1=O)CC=C2)CC2=CC1=CC=CC=C1C=C2 ((3R*,3aR*,6aS*)-3-Allyl-3-(naphth-2-ylmethyl)-3,3a,6,6a-tetrahydrocyclopenta[b]furan-2-one). The solvent is C1CCOC1 (THF), C1CCOC1 (THF). Starting materials: step-ii, FC=1C=C(CN2N=C(C(=C2C)B2OC(C(O2)(C)C)(C)C)C)C=C(C1)F (1-(3,5-difluorobenzyl)-3,5-dimethyl-4-(4,4,5,5-tetramethyl-1,3,2-dioxaborolan-2-yl)-1H-pyrazole), FC=1C=C(CN2N=C(C(=C2C)B2OC(C(O2)(C)C)(C)C)C)C=C(C1)F (1-(3,5-difluorobenzyl)-3,5-dimethyl-4-(4,4,5,5-tetramethyl-1,3,2-dioxaborolan-2-yl)-1H-pyrazole), C(C)(C)(C)OC(=O)N1CCN(CC1)C1=CC=C(C=C1)C=1C=C2C(=NC1C1CC1)N(C=C2I)C(=O)OC(C)(C)C (tert-butyl 5-(4-(4-(tert-butoxycarbonyl)piperazin-1-yl)phenyl)-6-cyclopropyl-3-iodo-1H-pyrrolo[2,3-b]pyridine-1-carboxylate), C(C)(C)(C)OC(=O)N1CCN(CC1)C1=CC=C(C=C1)C=1C=C2C(=NC1C1CC1)N(C=C2I)C(=O)OC(C)(C)C (tert-butyl 5-(4-(4-(tert-butoxycarbonyl)piperazin-1-yl)phenyl)-6-cyclopropyl-3-iodo-1H-pyrrolo[2,3-b]pyridine-1-carboxylate), C([O-])([O-])=O.[Na+].[Na+] (sodium carbonate). Reagents/catalysts: Cl[Pd]([P](C1=CC=CC=C1)(C2=CC=CC=C2)C3=CC=CC=C3)([P](C4=CC=CC=C4)(C5=CC=CC=C5)C6=CC=CC=C6)Cl (Pd(PPh3)2Cl2). Run in COCCOC.O (1,2-dimethoxyethane water). The product is C(C)(C)(C)OC(=O)N1CCN(CC1)C1=CC=C(C=C1)C=1C=C2C(=NC1C1CC1)N(C=C2C=2C(=NN(C2C)CC2=CC(=CC(=C2)F)F)C)C(=O)OC(C)(C)C (tert-butyl 5-(4-(4-(tert-butoxycarbonyl)piperazin-1-yl)phenyl)-6-cyclopropyl-3-(1-(3,5-difluorobenzyl)-3,5-dimethyl-1H-pyrazol-4-yl)-1H-pyrrolo[2,3-b]pyridine-1-carboxylate). Isolated yield 45.1%. As a reaction SMILES: [C:1]([O:5][C:6]([N:8]1[CH2:13][CH2:12][N:11]([C:14]2[CH:19]=[CH:18][C:17]([C:20]3[CH:21]=[C:22]4[C:31](I)=[CH:30][N:29]([C:33]([O:35][C:36]([CH3:39])([CH3:38])[CH3:37])=[O:34])[C:23]4=[N:24][C:25]=3[CH:26]3[CH2:28][CH2:27]3)=[CH:16][CH:15]=2)[CH2:10][CH2:9]1)=[O:7])([CH3:4])([CH3:3])[CH3:2].[F:40][C:41]1[CH:42]=[C:43]([CH:61]=[C:62]([F:64])[CH:63]=1)[CH2:44][N:45]1[C:49]([CH3:50])=[C:48](B2OC(C)(C)C(C)(C)O2)[C:47]([CH3:60])=[N:46]1.C(=O)([O-])[O-].[Na+].[Na+]>Cl[Pd](Cl)([P](C1C=CC=CC=1)(C1C=CC=CC=1)C1C=CC=CC=1)[P](C1C=CC=CC=1)(C1C=CC=CC=1)C1C=CC=CC=1.COCCOC.O>[C:1]([O:5][C:6]([N:8]1[CH2:13][CH2:12][N:11]([C:14]2[CH:19]=[CH:18][C:17]([C:20]3[CH:21]=[C:22]4[C:31]([C:48]5[C:47]([CH3:60])=[N:46][N:45]([CH2:44][C:43]6[CH:61]=[C:62]([F:64])[CH:63]=[C:41]([F:40])[CH:42]=6)[C:49]=5[CH3:50])=[CH:30][N:29]([C:33]([O:35][C:36]([CH3:39])([CH3:38])[CH3:37])=[O:34])[C:23]4=[N:24][C:25]=3[CH:26]3[CH2:28][CH2:27]3)=[CH:16][CH:15]=2)[CH2:10][CH2:9]1)=[O:7])([CH3:4])([CH3:3])[CH3:2] |f:2.3.4,6.7,^1:73,92|. Procedure details: Using similar reaction conditions as described in step-ii of example-1, tert-butyl 5-(4-(4-(tert-butoxycarbonyl)piperazin-1-yl)phenyl)-6-cyclopropyl-3-iodo-1H-pyrrolo[2,3-b]pyridine-1-carboxylate (intermediate 57) (120 mg, 0.186 mmol) was coupled with 1-(3,5-difluorobenzyl)-3,5-dimethyl-4-(4,4,5,5-tetramethyl-1,3,2-dioxaborolan-2-yl)-1H-pyrazole (intermediate 24) (97.24 mg, 0.27 mmol) in sodium carbonate (59.1 mg, 0.483 mmol), Pd(PPh3)2Cl2 (6.5 mg, 0.009 mmol), 1,2-dimethoxyethane/water (15/2 ml... The reactants are COC(=O)C1CC2=C(CN1C(C(C1=CC=CC=C1)C1=CC=CC=C1)=O)N=CN2CCC21CC3CC(CC(C2)C3)C1 (methyl-1-(2-(1-adamantyl)ethyl)-5-diphenylacetyl-4,5,6,7-tetrahydro-1H-imidazo-[4,5-c]-pyridine-6-carboxylate), [OH-].[Na+] (NaOH). Solvent: O1C(CCC1)CO (tetrahydrofuranmethanol). The product is C12(CC3CC(CC(C1)C3)C2)CCN2C=NC=3CN(C(CC32)C(=O)O)C(C(C3=CC=CC=C3)C3=CC=CC=C3)=O (1-(2-(1-adamantyl)ethyl)-5-diphenylacetyl-4,5,6,7-tetrahydro-1H-imidazo[4,5-c]pyridine-6-carboxylic acid). RXN SMILES: C[O:2][C:3]([CH:5]1[N:10]([C:11](=[O:25])[CH:12]([C:19]2[CH:24]=[CH:23][CH:22]=[CH:21][CH:20]=2)[C:13]2[CH:18]=[CH:17][CH:16]=[CH:15][CH:14]=2)[CH2:9][C:8]2[N:26]=[CH:27][N:28]([CH2:29][CH2:30][C:31]34[CH2:40][CH:35]5[CH2:36][CH:37]([CH2:39][CH:33]([CH2:34]5)[CH2:32]3)[CH2:38]4)[C:7]=2[CH2:6]1)=[O:4].[OH-].[Na+]>O1CCCC1CO>[C:31]12([CH2:30][CH2:29][N:28]3[C:7]4[CH2:6][CH:5]([C:3]([OH:4])=[O:2])[N:10]([C:11](=[O:25])[CH:12]([C:13]5[CH:14]=[CH:15][CH:16]=[CH:17][CH:18]=5)[C:19]5[CH:20]=[CH:21][CH:22]=[CH:23][CH:24]=5)[CH2:9][C:8]=4[N:26]=[CH:27]3)[CH2:40][CH:35]3[CH2:36][CH:37]([CH2:39][CH:33]([CH2:34]3)[CH2:32]1)[CH2:38]2 |f:1.2|. Procedure details: A solution of 2.0 g methyl-1-(2-(1-adamantyl)ethyl)-5-diphenylacetyl-4,5,6,7-tetrahydro-1H-imidazo-[4,5-c]-pyridine-6-carboxylate in tetrahydrofuranmethanol (3:1, 20 mL) is treated at 25° C. with 4.1 mL 1N NaOH. After 6 hr the solution is evaporated, the residue is suspended in 10 mL water and treated with 4.1 mL 1N HCl. The resulting precipitate is collected by filtration and dried to afford a white solid, 1-(2-(1-adamantyl)ethyl)-5-diphenylacetyl-4,5,6,7-tetrahydro-1H-imidazo[4,5-c]pyridine-6-... Reactants: C[O-].[Na+] (Sodium methoxide), FC=1C=C(C#N)C=C(C1)Br (3-fluoro-5-bromobenzonitrile). The solvent is CN1CCCN(C1=O)C (DMPU), O (water). Conditions: time 2 hour. Product: BrC=1C=C(C#N)C=C(C1)OC (3-bromo-5-methoxybenzonitrile). Yield: 96.2%. As a reaction SMILES: [CH3:1][O-:2].[Na+].F[C:5]1[CH:6]=[C:7]([CH:10]=[C:11]([Br:13])[CH:12]=1)[C:8]#[N:9]>CN1C(=O)N(C)CCC1.O>[Br:13][C:11]1[CH:10]=[C:7]([CH:6]=[C:5]([O:2][CH3:1])[CH:12]=1)[C:8]#[N:9] |f:0.1|. Procedure details: Sodium methoxide (2.02 g) was added to a stirred solution of 3-fluoro-5-bromobenzonitrile (5.0 g) in DMPU (20 ml) and stirred at RT for 2 h. The reaction was diluted with water and the resulting solid formed was filtered and washed with water, then dried in vacuo to give the subtitle compound (5.10 g).